Dataset: the Open Reaction Database (ORD), a public repository of structured organic reaction records. Task: describe an organic reaction: reactants, conditions, products, and yield The reactants are CI, CC1(C)Oc2ccc([N+](=O)[O-])cc2NC1=O, [K+], [K+], O=C([O-])[O-], CN(C)C=O. Product: CN1C(=O)C(C)(C)Oc2ccc([N+](=O)[O-])cc21. As a reaction SMILES: [CH3:17][I:18].[CH3:1][C:2]1([CH3:16])[O:3][c:4]2[c:5]([cH:9][c:10]([N+:13](=[O:14])[O-:15])[cH:11][cH:12]2)[NH:6][C:7]1=[O:8].[K+:19].[K+:20].[O-:21][C:22]([O-:23])=[O:24].[O:25]=[CH:26][N:27]([CH3:28])[CH3:29]>>[CH3:1][C:2]1([CH3:16])[O:3][c:4]2[c:5]([cH:9][c:10]([N+:13](=[O:14])[O-:15])[cH:11][cH:12]2)[N:6]([CH3:22])[C:7]1=[O:8]. Starting materials: FC(C(=O)[O-])(F)F (trifluoroacetate), FC=1C=C(C[C@@H]([C@H]([C@@H](CCCC)O)O)N)C=C(C1)F ((1S,2R,3R)-1-(3,5-difluorobenzyl)-2,3-dihydroxyheptylamine), CC=1C=C(C(=O)O)C=C(C1)C(=O)N(CCC)CCC (3-methyl-5-[(dipropylamino)carbonyl]benzoic acid), CCN(C(C)C)C(C)C (DIEA), amine. Yields the product FC=1C=C(C[C@@H]([C@H]([C@@H](CCCCC)O)O)NC(C2=CC(C(=O)N(CCC)CCC)=CC(=C2)C)=O)C=C(C1)F (N1-[(1S,2R,3R)-1-(3,5-Difluorobenzyl)-2,3-dihydroxy-octyl]-5-methyl-N3,N3-dipropyl-isophthalamide). As a reaction SMILES: F[C:2](F)(F)C([O-])=O.[F:8][C:9]1[CH:10]=[C:11]([CH:23]=[C:24]([F:26])[CH:25]=1)[CH2:12][C@H:13]([NH2:22])[C@@H:14]([OH:21])[C@H:15]([OH:20])[CH2:16][CH2:17][CH2:18][CH3:19].[CH3:27][C:28]1[CH:29]=[C:30]([CH:34]=[C:35]([C:37]([N:39]([CH2:43][CH2:44][CH3:45])[CH2:40][CH2:41][CH3:42])=[O:38])[CH:36]=1)[C:31](O)=[O:32].CCN(C(C)C)C(C)C>>[F:8][C:9]1[CH:10]=[C:11]([CH:23]=[C:24]([F:26])[CH:25]=1)[CH2:12][C@H:13]([NH:22][C:31](=[O:32])[C:30]1[CH:29]=[C:28]([CH3:27])[CH:36]=[C:35]([C:37]([N:39]([CH2:43][CH2:44][CH3:45])[CH2:40][CH2:41][CH3:42])=[O:38])[CH:34]=1)[C@@H:14]([OH:21])[C@H:15]([OH:20])[CH2:16][CH2:17][CH2:18][CH2:19][CH3:2]. Procedure: The trifluoroacetate salt of (1S,2R,3R)-1-(3,5-difluorobenzyl)-2,3-dihydroxyheptylamine (0.1 mmol) was reacted with 3-methyl-5-[(dipropylamino)carbonyl]benzoic acid as described in method A (addition of an extra equivalent of DIEA to neutralize the amine salt) to give N1-[(1S,2R,3R)-1-(3,5-Difluorobenzyl)-2,3-dihydroxy-octyl]-5-methyl-N3,N3-dipropyl-isophthalamide. MS (ESI+) for C29H40F2N2O4 m/z 519 (M+H)+.